Dataset: the Open Reaction Database (ORD), a public repository of structured organic reaction records. Task: describe an organic reaction: reactants, conditions, products, and yield The reactants are COC(=O)c1ccc(Br)s1, CC(C)(C)OC(=O)n1cccc1B(O)O, CCO, COCCOC, [Na+], [Na+], O=C([O-])[O-], O. Yields the product COC(=O)c1ccc(-c2cccn2C(=O)OC(C)(C)C)s1. Reaction SMILES: [Br:1][c:2]1[cH:3][cH:4][c:5]([C:7](=[O:8])[O:9][CH3:10])[s:6]1.[C:11]([CH3:12])([CH3:13])([CH3:14])[O:15][C:16](=[O:17])[n:18]1[c:19]([B:23]([OH:24])[OH:25])[cH:20][cH:21][cH:22]1.[CH2:32]([OH:33])[CH3:34].[CH3:36][O:37][CH2:38][CH2:39][O:40][CH3:41].[Na+:26].[Na+:27].[O-:28][C:29](=[O:30])[O-:31].[OH2:35]>>[c:2]1(-[c:19]2[n:18]([C:16]([O:15][C:11]([CH3:12])([CH3:13])[CH3:14])=[O:17])[cH:22][cH:21][cH:20]2)[cH:3][cH:4][c:5]([C:7](=[O:8])[O:9][CH3:10])[s:6]1. Starting materials: Cc1ccc(S(=O)(=O)n2cc(I)c3cc(Br)cnc32)cc1, C1CCOC1, CC#N, [Cl-], Cl, [Na+], [Na+], [Na+], O=C([O-])[O-], O=S(=O)=C1Cc2cccnc2N1, OB(O)c1cccc2cc[nH]c12. The product is Cc1ccc(S(=O)(=O)n2cc(-c3cccc4cc[nH]c34)c3cc(Br)cnc32)cc1. RXN SMILES: [Br:13][c:14]1[cH:15][c:16]2[c:17]([n:18][cH:19]1)[n:20]([S:24](=[O:25])(=[O:26])[c:27]1[cH:28][cH:29][c:30]([CH3:33])[cH:31][cH:32]1)[cH:21][c:22]2[I:23].[CH2:58]1[O:59][CH2:60][CH2:61][CH2:62]1.[CH3:55][C:56]#[N:57].[Cl-:53].[ClH:54].[Na+:46].[Na+:47].[Na+:52].[O-:48][C:49](=[O:50])[O-:51].[S:1](=[C:2]1[NH:3][c:4]2[n:5][cH:6][cH:7][cH:8][c:9]2[CH2:10]1)(=[O:11])=[O:12].[nH:34]1[cH:35][cH:36][c:37]2[cH:38][cH:39][cH:40][c:41]([B:43]([OH:44])[OH:45])[c:42]12>>[Br:13][c:14]1[cH:15][c:16]2[c:17]([n:18][cH:19]1)[n:20]([S:24](=[O:25])(=[O:26])[c:27]1[cH:28][cH:29][c:30]([CH3:33])[cH:31][cH:32]1)[cH:21][c:22]2-[c:41]1[cH:40][cH:39][cH:38][c:37]2[cH:36][cH:35][nH:34][c:42]21. The reactants are CN(C=O)C (N,N-dimethylformamide), C(CC(O)(C(=O)O)CC(=O)O)(=O)O (citric acid), C(C)(C)(C)OC(=O)N1C[C@H]2CC3=CC=C(N=C3N2[C@@H](C1)C)CO ((4R,9aR)-6-hydroxymethyl-4-methyl-3,4,9,9a-tetrahydro-1H-2,4a,5-triaza-fluorene-2-carboxylic acid tert-butyl ester), C(C)(C)(C)OC(=O)N1C[C@H]2CC3=CC=C(N=C3N2[C@@H](C1)C)CO ((4R,9aR)-6-hydroxymethyl-4-methyl-3,4,9,9a-tetrahydro-1H-2,4a,5-triaza-fluorene-2-carboxylic acid tert-butyl ester), C(C)(C)(C)[Li] (tert-butyllithium). Run in O1CCCC1 (tetrahydrofuran). Conditions: time 30 minute. Product: C(C)(C)(C)OC(=O)N1C[C@H]2CC3=CC=C(N=C3N2[C@@H](C1)C)C=O ((4R,9aR)-6-Formyl-4-methyl-3,4,9,9a-tetrahydro-1H-2,4a,5-triaza-fluorene-2-carboxylic acid tert-butyl ester). The yield is 40.1%. RXN SMILES: [C:1]([O:5][C:6]([N:8]1[CH2:20][C@@H:19]([CH3:21])[N:18]2[C@H:10]([CH2:11][C:12]3[C:17]2=[N:16][C:15]([CH2:22][OH:23])=[CH:14][CH:13]=3)[CH2:9]1)=[O:7])([CH3:4])([CH3:3])[CH3:2].C([Li])(C)(C)C.CN(C)C=O.C(O)(=O)CC(CC(O)=O)(C(O)=O)O>O1CCCC1>[C:1]([O:5][C:6]([N:8]1[CH2:20][C@@H:19]([CH3:21])[N:18]2[C@H:10]([CH2:11][C:12]3[C:17]2=[N:16][C:15]([CH:22]=[O:23])=[CH:14][CH:13]=3)[CH2:9]1)=[O:7])([CH3:3])([CH3:2])[CH3:4]. Procedure: A solution of 2.0 g (5.43 mmol) (4R,9aR)-6-bromo-4-methyl-3,4,9,9a-tetrahydro-1H-2,4a,5-triaza-fluorene-2-carboxylic acid tert-butyl ester (Example 5, intermediate b) in 15 ml tetrahydrofuran was cooled to −75 deg C. and treated with 4.40 ml (0.65 mmol) tert-butyllithium (1.5 M solution in n-pentane). After 30 min, 0.60 ml (0.63 g, 8.15 mmol) N,N-dimethylformamide was added dropwise. After 2.5 h the reaction mixture was poured onto 10% aqueous citric acid solution and extracted three times with ... The reactants are CC(CC1=CC=C(C=C1)C)(C)N (2-methyl-1-p-tolylpropan-2-amine), ClC(C1N(O1)C(=O)OC(C)(C)C)(Cl)Cl (t-butyl 3-(trichloromethyl)-1,2-oxaziridine-2-carboxylate). Run in C(Cl)Cl (methylene chloride), C(Cl)Cl (methylene chloride). Product: CC(CC1=CC=C(C=C1)C)(C)NNC(=O)OC(C)(C)C (t-butyl 2-(2-methyl-1-p-tolylpropan-2-yl)hydrazinecarboxylate). Reaction SMILES: [CH3:1][C:2]([NH2:12])([CH3:11])[CH2:3][C:4]1[CH:9]=[CH:8][C:7]([CH3:10])=[CH:6][CH:5]=1.ClC(Cl)(Cl)C1O[N:16]1[C:18]([O:20][C:21]([CH3:24])([CH3:23])[CH3:22])=[O:19]>C(Cl)Cl>[CH3:11][C:2]([NH:12][NH:16][C:18]([O:20][C:21]([CH3:24])([CH3:23])[CH3:22])=[O:19])([CH3:1])[CH2:3][C:4]1[CH:9]=[CH:8][C:7]([CH3:10])=[CH:6][CH:5]=1. Procedure details: 2.40 g (14.7 mmol) of separately prepared 2-methyl-1-p-tolylpropan-2-amine was dissolved in 20 mL of methylene chloride, and 2.60 g (10.0 mmol) of separately prepared t-butyl 3-(trichloromethyl)-1,2-oxaziridine-2-carboxylate in 10 mL of methylene chloride was added under cooling with ice. The reaction slution was stirred under cooling with ice for 30 minutes and at room temperature for 1 hour, and the methylene chloride was removed under reduced pressure. The resulting residue was purified by si... Starting materials: NC1=C(C=CC=C1)N1CCOCC1 (4-(2-aminophenyl)morpholine), C(C(C)C)#N (isobutyronitrile), [Cl-].[Al+3].[Cl-].[Cl-] (aluminium chloride). Product: O1CCN(CC1)C1=C(C=CC=C1)NC(C(C)C)=N (N-(2-morpholinophenyl)isobutyramidine). RXN SMILES: [NH2:1][C:2]1[CH:7]=[CH:6][CH:5]=[CH:4][C:3]=1[N:8]1[CH2:13][CH2:12][O:11][CH2:10][CH2:9]1.[C:14](#[N:18])[CH:15]([CH3:17])[CH3:16].[Cl-].[Al+3].[Cl-].[Cl-]>>[O:11]1[CH2:12][CH2:13][N:8]([C:3]2[CH:4]=[CH:5][CH:6]=[CH:7][C:2]=2[NH:1][C:14](=[NH:18])[CH:15]([CH3:17])[CH3:16])[CH2:9][CH2:10]1 |f:2.3.4.5|. Procedure: A mixture of 4-(2-aminophenyl)morpholine (5.34 g), isobutyronitrile (6 g) and anhydrous aluminium chloride (12 g) was heated at 160°-170° C. for 6 hours to give N-(2-morpholinophenyl)isobutyramidine (m.p. 138° C.) which was recrystallised from a 1:1 mixture of ethylacetate and hexane.